This data is from the Open Reaction Database (ORD), a public repository of structured organic reaction records. The task is: describe an organic reaction: reactants, conditions, products, and yield Starting materials: [Mg] (magnesium), C(CCCCCCCC)C1=CC=C(C=C1)O (Para-nonyl phenol), [Mg] (magnesium), CO (methanol), C[O-].[Mg+2].C[O-] (magnesium methoxide). Run in C1(=CC=CC=C1)C (toluene). Conditions: temperature 25 celsius, time 30 minute. Yields the product C(CCCCCCCC)C1=CC=C(C(C=O)=C1)O (5-nonyl salicylaldehyde). Yield: 62.0%. As a reaction SMILES: [Mg].[CH3:2][OH:3].C[O-].[Mg+2].C[O-].[CH2:9]([C:18]1[CH:23]=[CH:22][C:21]([OH:24])=[CH:20][CH:19]=1)[CH2:10][CH2:11][CH2:12][CH2:13][CH2:14][CH2:15][CH2:16][CH3:17]>C1(C)C=CC=CC=1>[CH2:9]([C:18]1[CH:19]=[C:20]([CH:2]=[O:3])[C:21]([OH:24])=[CH:22][CH:23]=1)[CH2:10][CH2:11][CH2:12][CH2:13][CH2:14][CH2:15][CH2:16][CH3:17] |f:2.3.4|. Procedure: A 2-liter round-bottomed flask was charged with magnesium (24 g, 0.98 mol), methanol (570 ml), toluene (240 ml) and magnesium methoxide (10 ml solution of 7.4% by weight magnesium methoxide in methanol). The reaction mixture was heated to reflux and the magnesium dissolved. Para-nonyl phenol (224 g) was added in one portion to the reaction mixture. The flask was then rigged for a fractional vacuum distillation and an azeotrope of methanol/toluene was distilled off to an internal temperature of 7... Reactants: C1(CCCCC1)P(C1=C(C(=CC=C1)OC)C1=C(C=CC=C1)OC)C1CCCCC1 (2-dicyclohexylphosphino-2′6-dimethoxybiphenyl), BrC1=CC(=C(C=C1)F)Cl (4-bromo-2-chloro-1-fluorobenzene), II (iodine), crude mixture, II (iodine), C(C)(C)(C)OC(=O)N[C@H](C(=O)OC)CI ((R)-methyl 2-((tert-butoxycarbonyl)amino)-3-iodopropanoate). The reagents and catalysts are C=1C=CC(=CC1)/C=C/C(=O)/C=C/C2=CC=CC=C2.C=1C=CC(=CC1)/C=C/C(=O)/C=C/C2=CC=CC=C2.C=1C=CC(=CC1)/C=C/C(=O)/C=C/C2=CC=CC=C2.[Pd].[Pd] (Pd2(dba)3), [Zn] (Zinc). The solvent is CN(C)C=O (DMF), CCOC(=O)C (EtOAc). Run at temperature 50 celsius, time 3 hour. The product is C1=CC=CC=2C3=CC=CC=C3C(C12)COC(=O)N[C@H](C(=O)O)CC1=CC(=C(C=C1)F)Cl ((S)-2-((((9H-fluoren-9-yl)methoxy)carbonyl)amino)-3-(3-chloro-4-fluorophenyl)propanoic acid), C(C)(C)(C)OC(=O)N[C@H](C(=O)OC)CC1=CC(=C(C=C1)F)Cl ((S)-methyl 2-((tert-butoxycarbonyl)amino)-3-(3-chloro-4-fluorophenyl)propanoate). Yield: 345.0%. Reaction SMILES: II.[C:3]([O:7][C:8]([NH:10][C@@H:11]([CH2:16]I)[C:12]([O:14][CH3:15])=[O:13])=[O:9])([CH3:6])([CH3:5])[CH3:4].C1(P(C2CCCCC2)[C:25]2[CH:30]=[CH:29][CH:28]=[C:27](OC)[C:26]=2[C:33]2[CH:38]=[CH:37][CH:36]=[CH:35][C:34]=2OC)CCCCC1.Br[C:48]1[CH:53]=[CH:52][C:51]([F:54])=[C:50]([Cl:55])[CH:49]=1>CCOC(C)=O.[Zn].C1C=CC(/C=C/C(/C=C/C2C=CC=CC=2)=O)=CC=1.C1C=CC(/C=C/C(/C=C/C2C=CC=CC=2)=O)=CC=1.C1C=CC(/C=C/C(/C=C/C2C=CC=CC=2)=O)=CC=1.[Pd].[Pd].CN(C=O)C>[CH:35]1[C:34]2[CH:6]([CH2:3][O:7][C:8]([NH:10][C@@H:11]([CH2:16][C:48]3[CH:53]=[CH:52][C:51]([F:54])=[C:50]([Cl:55])[CH:49]=3)[C:12]([OH:14])=[O:13])=[O:9])[C:25]3[C:26](=[CH:27][CH:28]=[CH:29][CH:30]=3)[C:33]=2[CH:38]=[CH:37][CH:36]=1.[C:3]([O:7][C:8]([NH:10][C@@H:11]([CH2:16][C:48]1[CH:53]=[CH:52][C:51]([F:54])=[C:50]([Cl:55])[CH:49]=1)[C:12]([O:14][CH3:15])=[O:13])=[O:9])([CH3:6])([CH3:5])[CH3:4] |f:6.7.8.9.10|. Procedure details: To an oven dried 8 mL vial with teflon cap purged with N2 was added Zinc dust (298 mg, 4.56 mmol), DMF (1.5 mL), and iodine (57.8 mg, 0.228 mmol). To this mixture was added (R)-methyl 2-((tert-butoxycarbonyl)amino)-3-iodopropanoate (500 mg, 1.519 mmol), immediately followed by iodine (57.8 mg, 0.228 mmol). Pd2(dba)3 (69.6 mg, 0.076 mmol), 2-dicyclohexylphosphino-2′6-dimethoxybiphenyl (62.4 mg, 0.152 mmol) and 4-bromo-2-chloro-1-fluorobenzene (477 mg, 2.279 mmol) were then added and the reaction ...